This data is from the Open Reaction Database (ORD), a public repository of structured organic reaction records. The task is: describe an organic reaction: reactants, conditions, products, and yield Starting materials: COC1=CC=C(CCl)C=C1 (p-methoxy benzyl chloride), CC1=NNC2=CC=C(C=C12)[N+](=O)[O-] (3-methyl-5-nitro-1H-indazole), CN(C)C=O (DMF), C([O-])([O-])=O.[Cs+].[Cs+] (cesium carbonate). Conditions: temperature 0 celsius, time 1 hour. Product: COC1=CC=C(CN2N=C(C3=CC(=CC=C23)[N+](=O)[O-])C)C=C1 (1-(4-methoxybenzyl)-3-methyl-5-nitro-1H-indazole). Reaction SMILES: [CH3:1][C:2]1[C:10]2[C:5](=[CH:6][CH:7]=[C:8]([N+:11]([O-:13])=[O:12])[CH:9]=2)[NH:4][N:3]=1.CN(C=O)C.C(=O)([O-])[O-].[Cs+].[Cs+].[CH3:25][O:26][C:27]1[CH:34]=[CH:33][C:30]([CH2:31]Cl)=[CH:29][CH:28]=1>>[CH3:25][O:26][C:27]1[CH:34]=[CH:33][C:30]([CH2:31][N:4]2[C:5]3[C:10](=[CH:9][C:8]([N+:11]([O-:13])=[O:12])=[CH:7][CH:6]=3)[C:2]([CH3:1])=[N:3]2)=[CH:29][CH:28]=1 |f:2.3.4|. Reported procedure: 3-methyl-5-nitro-1H-indazole (1.0 g, 5.6 mmol) was dissolved in DMF (11.2 mmol) and cesium carbonate (2.0 g, 6.2 mmol) added. The slurry was cooled to 0° C. and p-methoxy benzyl chloride (0.97 g, 6.2 mmol) added to vigorously stirred slurry drop wise. The slurry was stirred at 0° C. for 1 hour, the cooling bath removed and the mixture stirred at RT for 3 h. The mixture was diluted with 4:1 water:saturated sodium bicarbonate (200 ml), extracted with EtOAc (3×50 ml), the organic fractions combined... Reactants: CC(=O)O, COCCN(C)Cc1ccc([N+](=O)[O-])cc1, [Fe]. Yields the product COCCN(C)Cc1ccc(N)cc1. As a reaction SMILES: [CH3:17][C:18](=[O:19])[OH:20].[CH3:1][O:2][CH2:3][CH2:4][N:5]([CH3:6])[CH2:7][c:8]1[cH:9][cH:10][c:11]([N+:14]([O-:15])=[O:16])[cH:12][cH:13]1.[Fe:21]>>[CH3:1][O:2][CH2:3][CH2:4][N:5]([CH3:6])[CH2:7][c:8]1[cH:9][cH:10][c:11]([NH2:14])[cH:12][cH:13]1. The reactants are CN(C)C=O, ClCc1ccc(-c2ccc(Cl)cc2)cc1, [H-], [Na+], CCOC(=O)C(C)(O)c1ccccc1. Yields the product CCOC(=O)C(C)(OCc1ccc(-c2ccc(Cl)cc2)cc1)c1ccccc1. Reaction SMILES: [CH3:32][N:33]([CH3:34])[CH:35]=[O:36].[Cl:17][c:18]1[cH:19][cH:20][c:21](-[c:24]2[cH:25][cH:26][c:27]([CH2:28][Cl:29])[cH:30][cH:31]2)[cH:22][cH:23]1.[H-:1].[Na+:2].[OH:3][C:4]([C:5](=[O:6])[O:7][CH2:8][CH3:9])([CH3:10])[c:11]1[cH:12][cH:13][cH:14][cH:15][cH:16]1>>[O:3]([C:4]([C:5](=[O:6])[O:7][CH2:8][CH3:9])([CH3:10])[c:11]1[cH:12][cH:13][cH:14][cH:15][cH:16]1)[CH2:28][c:27]1[cH:26][cH:25][c:24](-[c:21]2[cH:20][cH:19][c:18]([Cl:17])[cH:23][cH:22]2)[cH:31][cH:30]1. The reactants are ice water, FC1=C2C(NC(C2=C(C=C1)F)=O)=O (4,7-difluoro-1H-isoindole-1,3(2H)-dione), C([O-])([O-])=O.[Cs+].[Cs+] (cesium carbonate), BrCC1=CC=C(C=C1)C(C(=O)OC(C)(C)C)C1CCCC1 (tert-butyl(+/−)-[4-(bromomethyl)phenyl](cyclopentyl)acetate). Run in CN(C)C=O (DMF). Run at temperature 60 celsius, time 2 hour. The product is C1(CCCC1)C(C(=O)OC(C)(C)C)C1=CC=C(C=C1)CN1C(C2=C(C=CC(=C2C1=O)F)F)=O (tert-Butyl(+/−)-cyclopentyl{4-[(4,7-difluoro-1,3-dioxo-1,3-dihydro-2H-isoindol-2-yl)methyl]phenyl}acetate). RXN SMILES: [F:1][C:2]1[CH:10]=[CH:9][C:8]([F:11])=[C:7]2[C:3]=1[C:4](=[O:13])[NH:5][C:6]2=[O:12].C(=O)([O-])[O-].[Cs+].[Cs+].Br[CH2:21][C:22]1[CH:27]=[CH:26][C:25]([CH:28]([CH:36]2[CH2:40][CH2:39][CH2:38][CH2:37]2)[C:29]([O:31][C:32]([CH3:35])([CH3:34])[CH3:33])=[O:30])=[CH:24][CH:23]=1>CN(C=O)C>[CH:36]1([CH:28]([C:25]2[CH:26]=[CH:27][C:22]([CH2:21][N:5]3[C:4](=[O:13])[C:3]4[C:7](=[C:8]([F:11])[CH:9]=[CH:10][C:2]=4[F:1])[C:6]3=[O:12])=[CH:23][CH:24]=2)[C:29]([O:31][C:32]([CH3:33])([CH3:35])[CH3:34])=[O:30])[CH2:40][CH2:39][CH2:38][CH2:37]1 |f:1.2.3|. Reported procedure: 500 mg (2.71 mmol) of 4,7-difluoro-1H-isoindole-1,3(2H)-dione and 889.7 mg (2.71 mmol) of cesium carbonate were added to a solution of 964.7 mg (2.71 mmol) of tert-butyl(+/−)-[4-(bromomethyl)phenyl](cyclopentyl)acetate in 2 ml of DMF. The mixture was stirred at 60° C. for 2 h, and the reaction mixture was then added to ice-water. The mixture was extracted three times with ethyl acetate. The combined organic phases were washed with saturated sodium chloride solution and dried over magnesium sulfa... The reactants are 1-(3-dimethylamino)propyl-3-ethylcarbodiimide, FC=1C=C(CCN)C=CC1 (3-fluorophenethylamine), ClC1=CC=C(N=N1)C(=O)O (6-chloropyridazine-3-carboxylic acid), C(C)(C)N(CC)C(C)C (diisopropylethylamine), O.ON1N=NC2=C1C=CC=C2 (1-hydroxybenzotriazole monohydrate). The solvent is ClCCl (dichloromethane), ClCCl (dichloromethane). Reaction conditions: time 15 minute. Product: FC=1C=C(C=CC1)CCNC(=O)C=1N=NC(=CC1)Cl (6-CHLOROPYRIDAZINE-3-CARBOXYLIC ACID [2-(3-FLUOROPHENYL)ETHYL]AMIDE). Yield: 37.8%. As a reaction SMILES: [Cl:1][C:2]1[N:7]=[N:6][C:5]([C:8]([OH:10])=O)=[CH:4][CH:3]=1.C(N(C(C)C)CC)(C)C.O.ON1C2C=CC=CC=2N=N1.[F:31][C:32]1[CH:33]=[C:34]([CH:38]=[CH:39][CH:40]=1)[CH2:35][CH2:36][NH2:37]>ClCCl>[F:31][C:32]1[CH:33]=[C:34]([CH2:35][CH2:36][NH:37][C:8]([C:5]2[N:6]=[N:7][C:2]([Cl:1])=[CH:3][CH:4]=2)=[O:10])[CH:38]=[CH:39][CH:40]=1 |f:2.3|. Procedure details: To a solution of 6-chloropyridazine-3-carboxylic acid (0.31 g, 1.94 mmol) in dichloromethane (15.5 mL) was added diisopropylethylamine (0.73 mL, 4.19 mmol), followed by 1-hydroxybenzotriazole monohydrate (0.28 g, 2.1 mmol) and 1-(3-dimethylamino)propyl-3-ethylcarbodiimide (0.37 mL, 2.1 mmol). The resulting mixture was stirred for 15 minutes, followed by the addition of 3-fluorophenethylamine (0.28 mL, 2.1 mmol). After stirring for 27 hours at ambient temperature, the reaction mixture was diluted... Reactants: O=C([O-])[O-], CC(C)=O, ClCC1CO1, [K+], [K+], O=C(Nc1cccc2[nH]ccc12)c1ccccc1O. Product: O=C(Nc1cccc2[nH]ccc12)c1ccccc1OCC1CO1. As a reaction SMILES: [C:20](=[O:21])([O-:22])[O-:23].[CH3:31][C:32](=[O:33])[CH3:34].[Cl:26][CH2:27][CH:28]1[CH2:29][O:30]1.[K+:24].[K+:25].[OH:1][c:2]1[c:3]([C:4](=[O:5])[NH:6][c:7]2[c:8]3[cH:9][cH:10][nH:11][c:12]3[cH:13][cH:14][cH:15]2)[cH:16][cH:17][cH:18][cH:19]1>>[O:1]([c:2]1[c:3]([C:4](=[O:5])[NH:6][c:7]2[c:8]3[cH:9][cH:10][nH:11][c:12]3[cH:13][cH:14][cH:15]2)[cH:16][cH:17][cH:18][cH:19]1)[CH2:27][CH:28]1[CH2:29][O:30]1.